This data is from the Open Reaction Database (ORD), a public repository of structured organic reaction records. The task is: describe an organic reaction: reactants, conditions, products, and yield Conditions: time 500 hour. Starting materials: O=CC(C)=C (methacrolein), C(=O)C=C (acrolein). The product is C(=O)C=C (Acrolein), C(C=C)(=O)O (acrylic acid). Reported procedure: The reaction was carried out in the same manner as in Example 6 except that methacrolein was replaced with acrolein and the reaction temperature and space velocity were altered to 265° C. and 500 h-1, respectively. Acrolein conversion of 93.9%, acrylic acid selectivity of 86.0% and yield of acrylic acid of 80.8% were obtained. Reaction SMILES: [O:1]=[CH:2][C:3](=C)[CH3:4].[CH:6]([CH:8]=[CH2:9])=[O:7]>>[CH:2]([CH:3]=[CH2:4])=[O:1].[C:6]([OH:1])(=[O:7])[CH:8]=[CH2:9]. Starting materials: C([O-])([O-])=O.[K+].[K+] (potassium carbonate), [I-].[Na+] (sodium iodide), N1CCCCC1 (piperidine), BrCCCOC1=C(C=CC=C1)CC(=O)OC (methyl [2-(3-bromopropoxy)-phenyl]acetate). Run in C(C)#N (acetonitrile). Yields the product N1(CCCCC1)CCCOC1=C(C=CC=C1)CC(=O)OC (methyl [2-(3-piperidinopropoxy)phenyl]-acetate). RXN SMILES: C(=O)([O-])[O-].[K+].[K+].[I-].[Na+].[NH:9]1[CH2:14][CH2:13][CH2:12][CH2:11][CH2:10]1.Br[CH2:16][CH2:17][CH2:18][O:19][C:20]1[CH:25]=[CH:24][CH:23]=[CH:22][C:21]=1[CH2:26][C:27]([O:29][CH3:30])=[O:28]>C(#N)C>[N:9]1([CH2:16][CH2:17][CH2:18][O:19][C:20]2[CH:25]=[CH:24][CH:23]=[CH:22][C:21]=2[CH2:26][C:27]([O:29][CH3:30])=[O:28])[CH2:14][CH2:13][CH2:12][CH2:11][CH2:10]1 |f:0.1.2,3.4|. Reported procedure: 1.51 g of potassium carbonate, 0.3 g of sodium iodide and then 1.0 cm3 of piperidine are successively added to a solution of 2.87 g of methyl [2-(3-bromopropoxy)-phenyl]acetate in 30 cm3 of acetonitrile. The reaction mixture is refluxed for 2 hours and then filtered. The filtrate is concentrated to dryness and the residue obtained is chromatographed on a silica gel column (particle size 0.04-0.06 mm, diameter 4 cm, height 50 cm), eluting under a nitrogen pressure of 0.1 bar with an ethyl acetate... Reactants: C(C)(=O)NC=1NC(C(=C(N1)NC(C)=O)CCCNC1=CC=C(C(=O)N[C@@H](CCC(=O)OC)C(=O)OC)C=C1)=O (dimethyl N-[4-[3-(2,4-bis(acetamido)-1,6-dihydro-6-oxo-5-pyrimidinyl)propylamino]benzoyl]-L-glutamate), C(C)O (ethanol), [OH-].[Na+] (sodium hydroxide), N1=CC=CC=C1 (pyridine). The solvent is O (H2O), C(CCC)O (BuOH). The product is NC=1NC(C(=C(N1)N)CCCNC1=CC=C(C(=O)N[C@@H](CCC(=O)O)C(=O)O)C=C1)=O (N-[4-[3-(2,4-diamino-1,6-dihydro-6-oxo-5-pyrimidinyl)propylamino]benzoyl]-L-glutamic acid). Reaction SMILES: C([NH:4][C:5]1[NH:6][C:7](=[O:39])[C:8]([CH2:15][CH2:16][CH2:17][NH:18][C:19]2[CH:38]=[CH:37][C:22]([C:23]([NH:25][C@H:26]([C:33]([O:35]C)=[O:34])[CH2:27][CH2:28][C:29]([O:31]C)=[O:30])=[O:24])=[CH:21][CH:20]=2)=[C:9]([NH:11]C(=O)C)[N:10]=1)(=O)C.C(O)C.[OH-].[Na+].N1C=CC=CC=1>O.C(O)CCC>[NH2:4][C:5]1[NH:6][C:7](=[O:39])[C:8]([CH2:15][CH2:16][CH2:17][NH:18][C:19]2[CH:20]=[CH:21][C:22]([C:23]([NH:25][C@H:26]([C:33]([OH:35])=[O:34])[CH2:27][CH2:28][C:29]([OH:31])=[O:30])=[O:24])=[CH:37][CH:38]=2)=[C:9]([NH2:11])[N:10]=1 |f:2.3|. Procedure details: A stirred solution of 1.60 g (2.89 mmol) of dimethyl N-[4-[3-(2,4-bis(acetamido)-1,6-dihydro-6-oxo-5-pyrimidinyl)propylamino]benzoyl]-L-glutamate, 50 ml of ethanol and 100 ml of 1 N sodium hydroxide was heated at 50°-60° for 20 hours. The cooled reaction was spin evaporated in vacuo to 50 ml, cooled, and neutralized to pH 5-6 with concentrated hydrochloric acid. The resultant white precipitate was collected, washed with water, diethylether and dried; yield, 0.86 g (66%) mp (sinter 170°) 198°-202... The reactants are COC(=O)c1ccc(OCCOc2c(-c3cccc(C(F)(F)F)c3)cc(C(=O)NCCCCCCCCc3ccccc3)cc2-c2cccc(C(F)(F)F)c2)cc1O, CCO, Cl, [Na+], [OH-], O. Yields the product O=C(NCCCCCCCCc1ccccc1)c1cc(-c2cccc(C(F)(F)F)c2)c(OCCOc2ccc(C(=O)O)c(O)c2)c(-c2cccc(C(F)(F)F)c2)c1. As a reaction SMILES: [CH3:1][O:2][C:3]([c:4]1[c:5]([OH:57])[cH:6][c:7]([O:10][CH2:11][CH2:12][O:13][c:14]2[c:15](-[c:47]3[cH:48][c:49]([C:53]([F:54])([F:55])[F:56])[cH:50][cH:51][cH:52]3)[cH:16][c:17]([C:30]([NH:31][CH2:32][CH2:33][CH2:34][CH2:35][CH2:36][CH2:37][CH2:38][CH2:39][c:40]3[cH:41][cH:42][cH:43][cH:44][cH:45]3)=[O:46])[cH:18][c:19]2-[c:20]2[cH:21][c:22]([C:26]([F:27])([F:28])[F:29])[cH:23][cH:24][cH:25]2)[cH:8][cH:9]1)=[O:58].[CH3:62][CH2:63][OH:64].[ClH:61].[Na+:60].[OH-:59].[OH2:65]>>[O:2]=[C:3]([c:4]1[c:5]([OH:57])[cH:6][c:7]([O:10][CH2:11][CH2:12][O:13][c:14]2[c:15](-[c:47]3[cH:48][c:49]([C:53]([F:54])([F:55])[F:56])[cH:50][cH:51][cH:52]3)[cH:16][c:17]([C:30]([NH:31][CH2:32][CH2:33][CH2:34][CH2:35][CH2:36][CH2:37][CH2:38][CH2:39][c:40]3[cH:41][cH:42][cH:43][cH:44][cH:45]3)=[O:46])[cH:18][c:19]2-[c:20]2[cH:21][c:22]([C:26]([F:27])([F:28])[F:29])[cH:23][cH:24][cH:25]2)[cH:8][cH:9]1)[OH:58]. Starting materials: FC(C(=O)O)(F)F.ClC=1C(=C2C(=NC1)NC(=N2)C2=CC=C(C=C2)CN2CCOCC2)N[C@H]2[C@H]([C@@H]1C=C[C@H]2C1)C(=O)N ((1S,2S,3R,4R)-3-[6-Chloro-2-(4-morpholin-4-ylmethyl-phenyl)-3H-imidazo[4,5-b]pyridine-7-ylamino]-bicyclo[2.2.1]hept-5-ene-2-carboxylic acid amide-trifluoroacetate salt), NC1=NC=C(C(=C1N)N[C@H]1[C@H]([C@@H]2C=C[C@H]1C2)C(=O)N)Cl ((1S,2S,3R,4R)-3-(2,3-Diamino-5-chloro-pyridin-4-ylamino)-bicyclo[2.2.1]hept-5-ene-2-carboxylic acid amide), COC1=C(C=O)C=CC(=C1)N1CCN(CC1)C (2-Methoxy-4-(4-methyl-piperazin-1-yl)-benzaldehyde). Yields the product FC(C(=O)O)(F)F.ClC=1C(=C2C(=NC1)NC(=N2)C2=C(C=C(C=C2)N2CCN(CC2)C)OC)N[C@H]2[C@H]([C@@H]1C=C[C@H]2C1)C(=O)N ((1S,2S,3R,4R)-3-{6-Chloro-2-[2-methoxy-4-(4-methyl-piperazin-1-yl)-phenyl]-3H-imidazo[4,5-b]pyridin-7-ylamino}-bicyclo[2.2.1]hept-5-ene-2-carboxylic acid amide trifluoroacetic acid salt). The yield is 62.0%. Reaction SMILES: [F:1][C:2]([F:7])([F:6])[C:3]([OH:5])=[O:4].ClC1C(N[C@@H]2[C@@H]3C[C@@H](C=C3)[C@@H]2C(N)=O)=C2N=C(C3C=CC(CN4CCOCC4)=CC=3)NC2=NC=1.[NH2:42][C:43]1[C:48]([NH2:49])=[C:47]([NH:50][C@@H:51]2[C@@H:56]3[CH2:57][C@@H:53]([CH:54]=[CH:55]3)[C@@H:52]2[C:58]([NH2:60])=[O:59])[C:46]([Cl:61])=[CH:45][N:44]=1.[CH3:62][O:63][C:64]1[CH:71]=[C:70]([N:72]2[CH2:77][CH2:76][N:75]([CH3:78])[CH2:74][CH2:73]2)[CH:69]=[CH:68][C:65]=1[CH:66]=O>>[F:1][C:2]([F:7])([F:6])[C:3]([OH:5])=[O:4].[Cl:61][C:46]1[C:47]([NH:50][C@@H:51]2[C@@H:56]3[CH2:57][C@@H:53]([CH:54]=[CH:55]3)[C@@H:52]2[C:58]([NH2:60])=[O:59])=[C:48]2[N:49]=[C:66]([C:65]3[CH:68]=[CH:69][C:70]([N:72]4[CH2:73][CH2:74][N:75]([CH3:78])[CH2:76][CH2:77]4)=[CH:71][C:64]=3[O:63][CH3:62])[NH:42][C:43]2=[N:44][CH:45]=1 |f:0.1,4.5|. Procedure details: In the same fashion as for Compound III, (1S,2S,3R,4R)-3-(2,3-Diamino-5-chloro-pyridin-4-ylamino)-bicyclo[2.2.1]hept-5-ene-2-carboxylic acid amide and 2-Methoxy-4-(4-methyl-piperazin-1-yl)-benzaldehyde were reacted to produce the title compound (62%). 1H NMR (d-chloroform): 13.76 (br s, 1H), 8.21 (d, J=8 Hz, 1H), 7.97 (d, J=8 Hz, 1H), 7.80 (s, 1H), 6.62 (d, J=8 Hz, 1H), 6.47 (s, 1H), 6.46 (m, 1H), 6.42 (br s, 1H), 6.07 (br s, 1H), 5.40 (t, J=9 Hz, 1H), 4.11 (s, 3H), 3.65-3.90 (m, 4H), 3.40-3.60 ...